From a dataset of the Open Reaction Database (ORD), a public repository of structured organic reaction records. describe an organic reaction: reactants, conditions, products, and yield Starting materials: OC=1C=C(C=O)C=CC1 (3-hydroxybenzaldehyde), CC(C)([O-])C.[K+] (potassium tert-butoxide), BrCC(=O)OC(C)C (isopropyl bromoacetate). Run in CN(C)C=O (DMF). Run at time 15 hour. Yields the product C(C)(C)OC(COC1=CC(=CC=C1)C=O)=O ((3-formyl phenoxy)acetic acid isopropyl ester). Isolated yield 42.4%. As a reaction SMILES: [OH:1][C:2]1[CH:3]=[C:4]([CH:7]=[CH:8][CH:9]=1)[CH:5]=[O:6].CC(C)([O-])C.[K+].Br[CH2:17][C:18]([O:20][CH:21]([CH3:23])[CH3:22])=[O:19]>CN(C=O)C>[CH:21]([O:20][C:18](=[O:19])[CH2:17][O:1][C:2]1[CH:9]=[CH:8][CH:7]=[C:4]([CH:5]=[O:6])[CH:3]=1)([CH3:23])[CH3:22] |f:1.2|. Procedure: A solution of 3-hydroxybenzaldehyde (6.75 g, 55.2 mmol) in DMF (55 mL) was stirred at room temperature under a nitrogen atmosphere as potassium tert-butoxide (6.2 g, 55.3 mmol) was added in portions. The resulting suspension was stirred an additional 15 minutes at room temperature before isopropyl bromoacetate (7.10 mL, 55.2 mmol) was added. The reaction was stirred at room temperature for 15 h and was then quenched with water (250 mL). The resulting aqueous solution was extracted with ethyl ace... Reagents/catalysts: [Pd] (Pd—C). Run in CCOC(=O)C (EtOAc). Yield: 0.1%. Reactants: NC1=C(C(=O)NC)C=CC=C1[N+](=O)[O-] (2-Amino-N-methyl-3-nitro-benzamide). As a reaction SMILES: [NH2:1][C:2]1[C:11]([N+:12]([O-])=O)=[CH:10][CH:9]=[CH:8][C:3]=1[C:4]([NH:6][CH3:7])=[O:5]>CCOC(C)=O.[Pd]>[NH2:1][C:2]1[C:11]([NH2:12])=[CH:10][CH:9]=[CH:8][C:3]=1[C:4]([NH:6][CH3:7])=[O:5]. Procedure details: 2-Amino-N-methyl-3-nitro-benzamide (1.4 g, 7.2 mmol) was reduced by hydrogenation using 50 psi of H2 with 10% Pd—C (250 mg) in EtOAc (25 mL) for 5 h. After filtering through Celite, solvent was removed in vacuo. Purification by silica gel chromatography (10% MeOH/CHCl3) gave 1.08 mg (91%) of 2,3-diamino-N-methyl-benzamide as a faintly yellow solid. 1H NMR (300 MHz, CDCl3) δ 6.87 (dd, 1H, J=7.8, 1.5 Hz), 6.76 (dd, 1H, J=7.8, 1.5 Hz), 6.59 (t, 1H, J=7.8 Hz), 6.14 (br s, 1H), 4.28 (br s, 4H), 2.95 ... The product is NC1=C(C(=O)NC)C=CC=C1N (2,3-diamino-N-methyl-benzamide). Starting materials: C(C)C1=NC2=C(C=CC=C2C=C1C)C=C (2-ethyl-3-methyl-8-vinylquinoline), C(C)(C)(C)O (t-butanol), CC[C@@H]1CN2CC[C@@H]1C[C@@H]2[C@@H](C3=C4C=C(C=CC4=NC=C3)OC)OC5=NN=C(C6=CC=CC=C65)O[C@@H]([C@H]7C[C@@H]8CCN7C[C@@H]8CC)C9=C1C=C(C=CC1=NC=C9)OC (AD-mix-α), S(=O)([O-])[O-].[Na+].[Na+] (sodium sulphite). Solvent: O (water), O (water). Run at temperature 0 celsius, time 18 hour. Product: C(C)C1=NC2=C(C=CC=C2C=C1C)[C@@H](CO)O ((+)-2-ethyl-3-methyl-8-(1(S),2-dihydroxyethyl)quinoline). Isolated yield 86.5%. RXN SMILES: [CH2:1]([C:3]1[C:12]([CH3:13])=[CH:11][C:10]2[C:5](=C(C=C)[CH:7]=[CH:8][CH:9]=2)[N:4]=1)[CH3:2].[C:16]([OH:20])(C)([CH3:18])[CH3:17].CC[C@H]1[C@H]2C[C@H]([C@H](OC3C4C(=CC=CC=4)C(O[C@H](C4C=CN=C5C=4C=C(OC)C=C5)[C@@H]4N5C[C@H](CC)[C@@H](CC5)C4)=NN=3)C3C=CN=C4C=3C=C([O:42]C)C=C4)N(CC2)C1.S([O-])([O-])=O.[Na+].[Na+]>O>[CH2:1]([C:3]1[C:12]([CH3:13])=[CH:11][C:10]2[C:5](=[C:17]([C@H:16]([OH:20])[CH2:18][OH:42])[CH:7]=[CH:8][CH:9]=2)[N:4]=1)[CH3:2] |f:3.4.5|. Procedure: 2.0 g of 2-ethyl-3-methyl-8-vinylquinoline, 65 ml of t-butanol and 65 ml of water are introduced into a 250 ml round-bottomed flask. The solution is cooled to 0° C. on an ice bath and 16.8 g of AD-mix-α (complex based on K2OsO2(OH)4, Fe(CN)6 and dihydroquinidine 1,4-phthalazinediyl diether as ligand) are added. Stirring is continued for 18 h at 0° C. and a solution of 12.6 g of sodium sulphite in 30 ml of water is added. The mixture obtained is stirred for 1 h at room temperature and is then ext... The reactants are O=C([O-])[O-], COS(=O)(=O)OC, CC(C)=O, [K+], [K+], Oc1cc(O)c2ccccc2n1. Yields the product COc1cc(O)nc2ccccc12. RXN SMILES: [C:13](=[O:14])([O-:15])[O-:16].[CH3:19][O:20][S:21]([O:22][CH3:23])(=[O:24])=[O:25].[CH3:26][C:27](=[O:28])[CH3:29].[K+:17].[K+:18].[OH:1][c:2]1[n:3][c:4]2[cH:5][cH:6][cH:7][cH:8][c:9]2[c:10]([OH:12])[cH:11]1>>[OH:1][c:2]1[n:3][c:4]2[cH:5][cH:6][cH:7][cH:8][c:9]2[c:10]([O:12][CH3:13])[cH:11]1. Reactants: [O-2].[Mg+2] (magnesium oxide), [O-2].[Ca+2] (calcium oxide), C(=O)=O (carbon dioxide). Run in O (water). Product: C([O-])(O)=O.[Mg+2].C([O-])(O)=O (magnesium bicarbonate). As a reaction SMILES: [O-2:1].[Mg+2:2].[O-2].[Ca+2].[C:5](=[O:7])=[O:6]>O>[C:5](=[O:1])([OH:7])[O-:6].[Mg+2:2].[C:5](=[O:1])([OH:7])[O-:6] |f:0.1,2.3,6.7.8|. Procedure details: The second method of preparation of the aqueous solution of magnesium bicarbonate in technical solution is to add water to magnesium oxide to digest at 50˜95° C. for 0.5˜5 hours, with the weight ratio of the liquid to solid: 1˜5:1 (calculated by the weight of water and magnesium oxide). Water is added to form slurry or magnesium hydroxide and water is mixed directly based on the weight ratio of the liquid to solid: 10˜200:1 (calculated by weight of water and magnesium oxide and/or calcium oxide)... Reactants: ClCCS(=O)(=O)Cl (2-chloroethanesulfonyl chloride), [H-].[Na+] (NaH), FC(C)(F)C=1C=C(OC2=CC=C(C=C2)C=2C(=NC=C(C2)C)N)C=CC1 (3-(4-(3-(1,1-difluoroethyl)phenoxy)phenyl)-5-methylpyridin-2-amine). Solvent: C1CCOC1 (THF), C1CCOC1 (THF). Run at time 10 minute. Yields the product FC(C)(F)C=1C=C(OC2=CC=C(C=C2)C2=CC(=CN3C2=NS(CC3)(=O)=O)C)C=CC1 (9-{4-[3-(1,1-difluoroethyl)phenoxy]phenyl}-7-methyl-3,4-dihydropyrido[2,1-c][1,2,4]thiadiazine 2,2-dioxide). RXN SMILES: [H-].[Na+].Cl[CH2:4][CH2:5][S:6](Cl)(=[O:8])=[O:7].[F:10][C:11]([C:14]1[CH:15]=[C:16]([CH:32]=[CH:33][CH:34]=1)[O:17][C:18]1[CH:23]=[CH:22][C:21]([C:24]2[C:25]([NH2:31])=[N:26][CH:27]=[C:28]([CH3:30])[CH:29]=2)=[CH:20][CH:19]=1)([F:13])[CH3:12]>C1COCC1>[F:10][C:11]([C:14]1[CH:15]=[C:16]([CH:32]=[CH:33][CH:34]=1)[O:17][C:18]1[CH:19]=[CH:20][C:21]([C:24]2[C:25]3=[N:31][S:6](=[O:8])(=[O:7])[CH2:5][CH2:4][N:26]3[CH:27]=[C:28]([CH3:30])[CH:29]=2)=[CH:22][CH:23]=1)([F:13])[CH3:12] |f:0.1|. Reported procedure: To a suspension of NaH (60%, 96 mg) in THF (dry) (10 mL) was added 2-chloroethanesulfonyl chloride (0.101 mL) at 0° C. and the mixture was stirred for 10 min at the same temperature. A solution of 3-(4-(3-(1,1-difluoroethyl)phenoxy)phenyl)-5-methylpyridin-2-amine (164 mg) in THF (dry) (10 mL) was added at 0° C. and the mixture was stirred at room temperature under nitrogen overnight. The mixture was quenched with water at 0° C. Water, EtOAc and THF were added and the mixture was extracted. Silic...